From a dataset of the Open Reaction Database (ORD), a public repository of structured organic reaction records. describe an organic reaction: reactants, conditions, products, and yield The reactants are C(C)OC(=O)C(C1CC2=CC=CC=C2C1)N([C@@H](C)C(=O)O)C1=CC=NC=C1 (N-[1-Ethoxycarbonyl-1-(2,3-dihydro-1H-inden-2-yl)-methyl]-(4-pyridyl)-alanine), C(C1=CC=CC=C1)OC(CN)=O (glycine benzyl ester), C(C1=CC=CC=C1)OC(CNC([C@@H](N(C(C1CC2=CC=CC=C2C1)C(=O)OCC)C1=CC=NC=C1)C)=O)=O (N-[1-Ethoxycarbonyl-1-(2,3-dihydro-1H-inden-2-yl)-methyl]-(4-pyridyl)-alanyl-glycine benzyl ester), [H][H] (hydrogen). Reagents/catalysts: [Pd] (palladium on carbon). The product is C(C)OC(=O)C(C1CC2=CC=CC=C2C1)N([C@@H](C)C(=O)NCC(=O)O)C1=CC=NC=C1 (N-[1-Ethoxycarbonyl-1-(2,3-dihydro-1H-inden-2-yl)methyl]-(4-pyridyl)alanylglycine). As a reaction SMILES: C(OC(C(N(C1C=CN=CC=1)[C@H](C(O)=O)C)C1CC2C(=CC=CC=2)C1)=O)C.C(OC(=O)CN)C1C=CC=CC=1.C([O:47][C:48](=[O:77])[CH2:49][NH:50][C:51](=[O:76])[C@H:52]([CH3:75])[N:53]([C:69]1[CH:74]=[CH:73][N:72]=[CH:71][CH:70]=1)[CH:54]([C:64]([O:66][CH2:67][CH3:68])=[O:65])[CH:55]1[CH2:63][C:62]2[C:57](=[CH:58][CH:59]=[CH:60][CH:61]=2)[CH2:56]1)C1C=CC=CC=1.[H][H]>[Pd]>[CH2:67]([O:66][C:64]([CH:54]([N:53]([C:69]1[CH:70]=[CH:71][N:72]=[CH:73][CH:74]=1)[C@H:52]([C:51]([NH:50][CH2:49][C:48]([OH:77])=[O:47])=[O:76])[CH3:75])[CH:55]1[CH2:56][C:57]2[C:62](=[CH:61][CH:60]=[CH:59][CH:58]=2)[CH2:63]1)=[O:65])[CH3:68]. Procedure: Using examples given above, N-[1-Ethoxycarbonyl-1-(2,3-dihydro-1H-inden-2-yl)-methyl]-(4-pyridyl)-alanine and glycine benzyl ester are reacted and the resulting N-[1-Ethoxycarbonyl-1-(2,3-dihydro-1H-inden-2-yl)-methyl]-(4-pyridyl)-alanyl-glycine benzyl ester treated with hydrogen in the presence of palladium on carbon to give the title compound. Reactants: C=CCN, CCCCCCCNc1nc(Cl)nc2ccc([N+](=O)[O-])cc12, O. Yields the product Cl, C=CCNc1nc(NCCCCCCC)c2cc([N+](=O)[O-])ccc2n1. Reaction SMILES: [CH2:23]([CH:24]=[CH2:25])[NH2:26].[Cl:1][c:2]1[n:3][c:4]2[cH:5][cH:6][c:7]([N+:20](=[O:21])[O-:22])[cH:8][c:9]2[c:10]([NH:12][CH2:13][CH2:14][CH2:15][CH2:16][CH2:17][CH2:18][CH3:19])[n:11]1.[OH2:27]>>[ClH:1].[c:2]1([NH:26][CH2:23][CH:24]=[CH2:25])[n:3][c:4]2[cH:5][cH:6][c:7]([N+:20](=[O:21])[O-:22])[cH:8][c:9]2[c:10]([NH:12][CH2:13][CH2:14][CH2:15][CH2:16][CH2:17][CH2:18][CH3:19])[n:11]1. Starting materials: [Cl-], Cc1ccc2c(Cl)c(C(=O)O)sc2c1, Cl[Cu], [Na+], [Na+], [OH-], O=S([O-])O. Product: [Na+], Cc1ccc2c(S(=O)(=O)[O-])c(C(=O)O)sc2c1. RXN SMILES: [Cl-:1].[Cl:2][c:3]1[c:4]2[c:5]([s:6][c:7]1[C:8](=[O:9])[OH:10])[cH:11][c:12]([CH3:15])[cH:13][cH:14]2.[Cu:23][Cl:24].[Na+:17].[Na+:22].[OH-:16].[S:18](=[O:19])([OH:20])[O-:21]>>[Na+:17].[c:3]1([S:18](=[O:19])(=[O:20])[O-:21])[c:4]2[c:5]([s:6][c:7]1[C:8](=[O:9])[OH:10])[cH:11][c:12]([CH3:15])[cH:13][cH:14]2. Starting materials: C(=O)(O)C=1C=NN(C1C(=O)N)C1=CC(=CC(=C1)C)C (4-carboxy-1-(3,5-dimethylphenyl)-5-pyrazolecarboxamide), CO (methanol). Yields the product COC(=O)C=1C=NN(C1C(=O)N)C1=CC(=CC(=C1)C)C (4-methoxycarbonyl-1-(3,5-dimethylphenyl)-5-pyrazolecarboxamide). As a reaction SMILES: [C:1]([C:4]1[CH:5]=[N:6][N:7]([C:12]2[CH:17]=[C:16]([CH3:18])[CH:15]=[C:14]([CH3:19])[CH:13]=2)[C:8]=1[C:9]([NH2:11])=[O:10])([OH:3])=[O:2].[CH3:20]O>>[CH3:20][O:2][C:1]([C:4]1[CH:5]=[N:6][N:7]([C:12]2[CH:13]=[C:14]([CH3:19])[CH:15]=[C:16]([CH3:18])[CH:17]=2)[C:8]=1[C:9]([NH2:11])=[O:10])=[O:3]. Procedure: A 1.1 g portion of the compound of Example 1 was suspended in 20 ml of methanol and hydrogen chloride gas was bubbled through the mixture for 1 minute. The mixture was then heated under reflux for 2 hours, and was poured into 50 ml of ice-water. The aqueous mixture was made basic with sodium hydroxide and was filtered, and the solids were dried under vacuum and recrystallized from toluene to obtain 0.14 g of the desired product, m.p. 179°-180°.